Dataset: the Open Reaction Database (ORD), a public repository of structured organic reaction records. Task: describe an organic reaction: reactants, conditions, products, and yield Reactants: BrC=1C=C(C=C(C1)[N+](=O)[O-])NC(C)=O (N-(3-bromo-5-nitrophenyl)acetamide), N#N (N2), C([O-])([O-])=O.[Na+].[Na+] (sodium carbonate), C1(=CC=CC=C1)S(=O)(=O)N1C=C(C2=CC=CC=C12)B1OC(C(O1)(C)C)(C)C (1-(Phenylsulfonyl)-3-(4,4,5,5-tetramethyl-1,3,2-dioxaborolan-2-yl)-1H-indole). The reagents and catalysts are C1=CC=C(C=C1)P([C-]2C=CC=C2)C3=CC=CC=C3.C1=CC=C(C=C1)P([C-]2C=CC=C2)C3=CC=CC=C3.Cl[Pd]Cl.[Fe+2] (Pd(dppf)Cl2). The solvent is COCCOC (1,2-dimethoxyethane). The product is [N+](=O)([O-])C=1C=C(C=C(C1)C1=CN(C2=CC=CC=C12)S(=O)(=O)C1=CC=CC=C1)NC(C)=O (N-(3-nitro-5-(1-(phenylsulfonyl)-1H-indol-3-yl)phenyl)acetamide). Yield: 77.0%. RXN SMILES: Br[C:2]1[CH:3]=[C:4]([NH:11][C:12](=[O:14])[CH3:13])[CH:5]=[C:6]([N+:8]([O-:10])=[O:9])[CH:7]=1.N#N.[C:17]1([S:23]([N:26]2[C:34]3[C:29](=[CH:30][CH:31]=[CH:32][CH:33]=3)[C:28](B3OC(C)(C)C(C)(C)O3)=[CH:27]2)(=[O:25])=[O:24])[CH:22]=[CH:21][CH:20]=[CH:19][CH:18]=1.C(=O)([O-])[O-].[Na+].[Na+]>COCCOC.C1C=CC(P(C2C=CC=CC=2)[C-]2C=CC=C2)=CC=1.C1C=CC(P(C2C=CC=CC=2)[C-]2C=CC=C2)=CC=1.Cl[Pd]Cl.[Fe+2]>[N+:8]([C:6]1[CH:5]=[C:4]([NH:11][C:12](=[O:14])[CH3:13])[CH:3]=[C:2]([C:28]2[C:29]3[C:34](=[CH:33][CH:32]=[CH:31][CH:30]=3)[N:26]([S:23]([C:17]3[CH:22]=[CH:21][CH:20]=[CH:19][CH:18]=3)(=[O:25])=[O:24])[CH:27]=2)[CH:7]=1)([O-:10])=[O:9] |f:3.4.5,7.8.9.10|. Reported procedure: A solution of N-(3-bromo-5-nitrophenyl)acetamide (0.38 g, 1.48 mmol) in 1,2-dimethoxyethane (15 ml) was degassed by N2 bubbling for 5 min. 1-(Phenylsulfonyl)-3-(4,4,5,5-tetramethyl-1,3,2-dioxaborolan-2-yl)-1H-indole (0.68 g, 1.77 mmol, 1.2 eq.) was added and the mixture was degassed for another 5 min. Pd(dppf)Cl2 (0.12 g, 0.148 mmol, 0.1 eq.) and aqueous sodium carbonate (0.47 g, 4.45 mmol, 3.0 eq.) were added and the procedure of Example 1(d) was followed. The crude residue of the product was p... Starting materials: CS(=O)(=O)O[C@H](C)C#C ((R)-but-3-yn-2-yl methanesulfonate), C(C)(C)(C)OC(NCCCN)=O (tert-butyl(3-aminopropyl)carbamate), C([O-])([O-])=O.[K+].[K+] (potassium carbonate). Solvent: C(C)#N (ACN), C(C)#N (ACN). Run at time 24 hour. The product is C[C@@H](C#C)NCCCNC(OC(C)(C)C)=O ((S)-tert-Butyl (3-(but-3-yn-2-ylamino)propyl)carbamate). Yield: 17.1%. Reaction SMILES: CS(O[C@@H:6]([C:8]#[CH:9])[CH3:7])(=O)=O.[C:10]([O:14][C:15](=[O:21])[NH:16][CH2:17][CH2:18][CH2:19][NH2:20])([CH3:13])([CH3:12])[CH3:11].C(=O)([O-])[O-].[K+].[K+]>C(#N)C>[CH3:7][C@H:6]([NH:20][CH2:19][CH2:18][CH2:17][NH:16][C:15](=[O:21])[O:14][C:10]([CH3:12])([CH3:11])[CH3:13])[C:8]#[CH:9] |f:2.3.4|. Procedure details: A solution of (R)-but-3-yn-2-yl methanesulfonate (2189 mg, 14.77 mmol) in ACN (10 ml) was added dropwise to a suspension of tert-butyl(3-aminopropyl)carbamate (2831 mg, 16.25 mmol) and potassium carbonate (2446 mg, 17.72 mmol) in ACN (50 ml). The reaction mixture was stirred at room temperature for 24 h, whereupon the slurry was filtered and the filtrate was concentrated in vacuo. The crude residue was purified via silica gel chromatography (MeOH-DCM, 0-8%) to afford the title compound (570 mg, ... Procedure: 40 g (81 mmol) of (2-hydroxy-5-nitrophenyl)-methyltriphenylphosphonium bromide and 21.4 g (162 mmol) of phenylacetyl chloride are treated under the conditions described in step 1 of Example 1. 12 g of product are obtained. Melting point: 100° C. The product is C1(=CC=CC=C1)CC=1OC2=C(C1)C=C(C=C2)[N+](=O)[O-] (2-Phenylmethyl-5-nitrobenzofuran). RXN SMILES: [Br-].[OH:2][C:3]1[CH:8]=[CH:7][C:6]([N+:9]([O-:11])=[O:10])=[CH:5][C:4]=1[C:12]1[CH:17]=[CH:16][CH:15]=[CH:14][C:13]=1[P+](C)(C1C=CC=CC=1)C1C=CC=CC=1.[C:32]1(CC(Cl)=O)[CH:37]=CC=C[CH:33]=1>>[C:15]1([CH2:16][C:17]2[O:2][C:3]3[CH:8]=[CH:7][C:6]([N+:9]([O-:11])=[O:10])=[CH:5][C:4]=3[CH:12]=2)[CH:14]=[CH:13][CH:37]=[CH:32][CH:33]=1 |f:0.1|. Yield: 58.5%. Starting materials: [Br-].OC1=C(C=C(C=C1)[N+](=O)[O-])C1=C(C=CC=C1)[P+](C1=CC=CC=C1)(C1=CC=CC=C1)C ((2-hydroxy-5-nitrophenyl)-methyltriphenylphosphonium bromide), C1(=CC=CC=C1)CC(=O)Cl (phenylacetyl chloride). The reactants are CC(C)(C)c1cc(NC(=O)C(C)(CCO)S(=O)(=O)c2ccc(Cl)cc2)no1, ClCCl, CCOC(=O)N=NC(=O)OCC, c1ccc(P(c2ccccc2)c2ccccc2)cc1. Product: CC(C)(C)c1cc(N2CCC(C)(S(=O)(=O)c3ccc(Cl)cc3)C2=O)no1. Reaction SMILES: [C:32]([CH3:33])([CH3:34])([CH3:35])[c:36]1[cH:37][c:38]([NH:41][C:42]([C:43]([CH2:44][CH2:45][OH:46])([CH3:47])[S:48](=[O:49])(=[O:50])[c:51]2[cH:52][cH:53][c:54]([Cl:57])[cH:55][cH:56]2)=[O:58])[n:39][o:40]1.[CH2:59]([Cl:60])[Cl:61].[O:1]=[C:2]([O:3][CH2:4][CH3:5])[N:6]=[N:7][C:8]([O:9][CH2:10][CH3:11])=[O:12].[c:13]1([P:14]([c:15]2[cH:16][cH:17][cH:18][cH:19][cH:20]2)[c:21]2[cH:22][cH:23][cH:24][cH:25][cH:26]2)[cH:27][cH:28][cH:29][cH:30][cH:31]1>>[C:32]([CH3:33])([CH3:34])([CH3:35])[c:36]1[cH:37][c:38]([N:41]2[C:42](=[O:58])[C:43]([CH3:47])([S:48](=[O:49])(=[O:50])[c:51]3[cH:52][cH:53][c:54]([Cl:57])[cH:55][cH:56]3)[CH2:44][CH2:45]2)[n:39][o:40]1. Starting materials: C(C)OC([C@@H](NC(C1=CC=CC=C1)=O)CC1=CC=C(C=C1)OCCSCCCCCCCCCCCC)=O (N-benzoyl-O-dodecanylthioethyl-L-tyrosine ethyl ester), [OH-].[Li+] (lithium hydroxide). Solvent: C(C)O (ethanol), C(C)(=O)OCC (ethyl acetate), O (water). Conditions: time 4 hour. Yields the product C(C1=CC=CC=C1)(=O)N[C@@H](CC1=CC=C(C=C1)OCCSCCCCCCCCCCCC)C(=O)O (N-Benzoyl-O-dodecanylthioethyl-L-tyrosine). The yield is 96.4%. RXN SMILES: C([O:3][C:4](=[O:38])[C@H:5]([CH2:15][C:16]1[CH:21]=[CH:20][C:19]([O:22][CH2:23][CH2:24][S:25][CH2:26][CH2:27][CH2:28][CH2:29][CH2:30][CH2:31][CH2:32][CH2:33][CH2:34][CH2:35][CH2:36][CH3:37])=[CH:18][CH:17]=1)[NH:6][C:7](=[O:14])[C:8]1[CH:13]=[CH:12][CH:11]=[CH:10][CH:9]=1)C.[OH-].[Li+]>C(O)C.O.C(OCC)(=O)C>[C:7]([NH:6][C@H:5]([C:4]([OH:38])=[O:3])[CH2:15][C:16]1[CH:17]=[CH:18][C:19]([O:22][CH2:23][CH2:24][S:25][CH2:26][CH2:27][CH2:28][CH2:29][CH2:30][CH2:31][CH2:32][CH2:33][CH2:34][CH2:35][CH2:36][CH3:37])=[CH:20][CH:21]=1)(=[O:14])[C:8]1[CH:13]=[CH:12][CH:11]=[CH:10][CH:9]=1 |f:1.2|. Procedure: To a suspension of N-benzoyl-O-dodecanylthioethyl-L-tyrosine ethyl ester (4.2 g, 7.75 mmol) in ethanol (50 ml) was added a solution of lithium hydroxide (0.42 g, 10.08 mmol) in water (5 ml). The solution was stirred at room temperature for 4 hours and then diluted with ethyl acetate and washed with 1N hydrochloric acid and brine. The organic phase was dried over anhydrous magnesium sulfate, filtered and concentrated to give the title material (3.84 g, 96%) as a white solid. The reactants are [H-].[Na+] (sodium hydride), FC(C(C(=O)OCC1=CC=CC=C1)(C)O)(F)F (benzyl 3,3,3-trifluoro-2-hydroxy-2-methylpropanoate), C(C1=CC=CC=C1)Br (benzyl bromide). Solvent: CN(C)C=O (DMF). Run at temperature 0 celsius, time 2 hour. Product: C(C1=CC=CC=C1)OC(C(=O)OCC1=CC=CC=C1)(C(F)(F)F)C (Benzyl 2-(benzyloxy)-3,3,3-trifluoro-2-methylpropanoate). Reaction SMILES: [F:1][C:2]([F:17])([F:16])[C:3]([OH:15])([CH3:14])[C:4]([O:6][CH2:7][C:8]1[CH:13]=[CH:12][CH:11]=[CH:10][CH:9]=1)=[O:5].[H-].[Na+].[CH2:20](Br)[C:21]1[CH:26]=[CH:25][CH:24]=[CH:23][CH:22]=1>CN(C=O)C>[CH2:20]([O:15][C:3]([CH3:14])([C:2]([F:16])([F:17])[F:1])[C:4]([O:6][CH2:7][C:8]1[CH:9]=[CH:10][CH:11]=[CH:12][CH:13]=1)=[O:5])[C:21]1[CH:26]=[CH:25][CH:24]=[CH:23][CH:22]=1 |f:1.2|. Procedure: A cooled (0° C.) solution of benzyl 3,3,3-trifluoro-2-hydroxy-2-methylpropanoate (Int. D1) (100 mg, 0.403 mmol) in DMF (4 ml) was treated with sodium hydride (16.11 mg, 0.403 mmol) followed by benzyl bromide (0.048 ml, 0.403 mmol) and stirred at 0° C. for 2 h. The reaction mixture was allowed to warm to room temperature and stirring continued for a further 3 hrs. The reaction mixture was partitioned between EtOAc and 0.1M HCl solution. The organic phase was washed with saturated brine, dried ove... Product: CN1CC=2C(=CC=C3CCNC23)C(C1)C1=CC=CC=C1 (8-Methyl-6-phenyl-2,3,6,7,8,9-hexahydro-1H-pyrido[4,3-g]-indole). Procedure details: 12.5 ml (0.131 mol) of 10.5N hydrochloric acid are added dropwise to a mixture of 26 g (0.1 mol) of 8-methyl-6-phenyl-6,7,8,9-tetrahydro-1H-pyrido[4,3-g]indole and 29.2 g (0.4 mol) of trimethylaminoborane in 150 ml of absolute dioxane at a temperature of 16° C., with stirring and in the absence of moisture. The mixture is then heated under reflux for 30 minutes and cooled to room temperature, 50 ml (0.3 mol) of 6N HCl are added and the mixture is heated under reflux once more for 15 minutes. Aft... Reaction SMILES: Cl.[CH3:2][N:3]1[CH2:15][CH:14]([C:16]2[CH:21]=[CH:20][CH:19]=[CH:18][CH:17]=2)[C:6]2=[CH:7][CH:8]=[C:9]3[C:13]([NH:12][CH:11]=[CH:10]3)=[C:5]2[CH2:4]1.O>O1CCOCC1>[CH3:2][N:3]1[CH2:15][CH:14]([C:16]2[CH:21]=[CH:20][CH:19]=[CH:18][CH:17]=2)[C:6]2=[CH:7][CH:8]=[C:9]3[C:13]([NH:12][CH2:11][CH2:10]3)=[C:5]2[CH2:4]1. Starting materials: Cl (HCl), Cl (hydrochloric acid), CN1CC=2C(=CC=C3C=CNC23)C(C1)C1=CC=CC=C1 (8-methyl-6-phenyl-6,7,8,9-tetrahydro-1H-pyrido[4,3-g]indole), trimethylaminoborane, O (H2O). Solvent: O1CCOCC1 (dioxane). Reactants: O=C([O-])[O-], CC#N, Cl, CCCCCCI, [K+], [K+], O=C(NC1CCNCC1)C1c2ccccc2Oc2ccccc21, O. Yields the product CCCCCCN1CCC(NC(=O)C2c3ccccc3Oc3ccccc32)CC1. As a reaction SMILES: [C:1](=[O:2])([O-:3])[O-:4].[CH3:14][C:15]#[N:16].[ClH:17].[I:7][CH2:8][CH2:9][CH2:10][CH2:11][CH2:12][CH3:13].[K+:5].[K+:6].[NH:18]1[CH2:19][CH2:20][CH:21]([NH:24][C:25](=[O:26])[CH:27]2[c:28]3[cH:29][cH:30][cH:31][cH:32][c:33]3[O:34][c:35]3[cH:36][cH:37][cH:38][cH:39][c:40]32)[CH2:22][CH2:23]1.[OH2:41]>>[CH2:8]([CH2:9][CH2:10][CH2:11][CH2:12][CH3:13])[N:18]1[CH2:19][CH2:20][CH:21]([NH:24][C:25](=[O:26])[CH:27]2[c:28]3[cH:29][cH:30][cH:31][cH:32][c:33]3[O:34][c:35]3[cH:36][cH:37][cH:38][cH:39][c:40]32)[CH2:22][CH2:23]1. As a reaction SMILES: [CH3:1][C:2]1([CH3:11])[CH:3]2[CH2:4][CH2:5][CH:6]([CH2:9][SH:10])[CH:7]1[CH2:8]2.[Cl:14][CH:15]([C:16](=[O:17])[OH:18])[CH3:19].[ClH:20].[K+:13].[OH-:12].[OH2:21]>>[CH3:1][C:2]1([CH3:11])[CH:3]2[CH2:4][CH2:5][CH:6]([CH2:9][S:10][CH:15]([C:16](=[O:17])[OH:18])[CH3:19])[CH:7]1[CH2:8]2. Reactants: CC1(C)C2CCC(CS)C1C2, CC(Cl)C(=O)O, Cl, [K+], [OH-], O. The product is CC(SCC1CCC2CC1C2(C)C)C(=O)O. Yield: 45.0%. Product: N1=C(C=CC2=CC=CC=C12)COC1=CC=C(C(=O)N)C=C1 (4-(Quinolin-2-ylmethoxy)-benzamide). Procedure details: To a solution of 2-Chloromethyl-quinoline (1.57 g) and 4-Hydroxy-benzamide (995 mg) in dimethyl formamide (20 mL) was added cesium carbonate (7.3 g) and the reaction mixture heated at 80° C. for 18 h. The reaction mixture was poured into water and extracted with chloroform, dried magnesium sulfate, filtered and concentrated to provided the title compound (909 mg). MS: (M+H -m/z=279.3). Reactants: O (water), ClCC1=NC2=CC=CC=C2C=C1 (2-Chloromethyl-quinoline), OC1=CC=C(C(=O)N)C=C1 (4-Hydroxy-benzamide), C([O-])([O-])=O.[Cs+].[Cs+] (cesium carbonate). Solvent: CN(C=O)C (dimethyl formamide). Conditions: temperature 80 celsius. RXN SMILES: Cl[CH2:2][C:3]1[CH:12]=[CH:11][C:10]2[C:5](=[CH:6][CH:7]=[CH:8][CH:9]=2)[N:4]=1.[OH:13][C:14]1[CH:22]=[CH:21][C:17]([C:18]([NH2:20])=[O:19])=[CH:16][CH:15]=1.C(=O)([O-])[O-].[Cs+].[Cs+].O>CN(C)C=O>[N:4]1[C:5]2[C:10](=[CH:9][CH:8]=[CH:7][CH:6]=2)[CH:11]=[CH:12][C:3]=1[CH2:2][O:13][C:14]1[CH:22]=[CH:21][C:17]([C:18]([NH2:20])=[O:19])=[CH:16][CH:15]=1 |f:2.3.4|.